Dataset: the Open Reaction Database (ORD), a public repository of structured organic reaction records. Task: describe an organic reaction: reactants, conditions, products, and yield Reactants: [Sn](Cl)(Cl)(Cl)Cl (tin tetrachloride), CC(CCCCO)CCCC(CCCC(CCCC(C)C)C)C (5,9,13,17-tetramethyloctadecanol), O.C([O-])(O)=O.[Na+] (sodium bicarbonate water), C(C)(=O)O[C@H]1[C@H](OC(C)=O)[C@@H](OC(C)=O)[C@H](OC(C)=O)CO1 (β-xylose tetraacetate). Solvent: C(Cl)Cl (methylene chloride), C(Cl)Cl (methylene chloride), C(Cl)Cl (methylene chloride), C(Cl)Cl (methylene chloride). Run at temperature 0 celsius, time 20 minute. Product: C(C)(=O)O[C@H]1[C@H](OCCCCC(CCCC(CCCC(CCCC(C)C)C)C)C)OC[C@H]([C@@H]1OC(C)=O)OC(C)=O (1-O-(5,9,13,17-tetramethyloctadecyl)-β-D-xylopyranoside triacetate). The yield is 15.9%. As a reaction SMILES: [C:1]([O:4][C@@H:5]1[O:22][CH2:21][C@@H:16]([O:17][C:18](=[O:20])[CH3:19])[C@H:11]([O:12][C:13](=[O:15])[CH3:14])[C@H:6]1[O:7][C:8](=[O:10])[CH3:9])(=O)[CH3:2].[Sn](Cl)(Cl)(Cl)Cl.[CH3:28][CH:29]([CH2:35][CH2:36][CH2:37][CH:38]([CH3:50])[CH2:39][CH2:40][CH2:41][CH:42]([CH3:49])[CH2:43][CH2:44][CH2:45][CH:46]([CH3:48])[CH3:47])[CH2:30][CH2:31]CCO.O.C(=O)(O)[O-].[Na+]>C(Cl)Cl>[C:8]([O:7][C@@H:6]1[C@@H:11]([O:12][C:13](=[O:15])[CH3:14])[C@H:16]([O:17][C:18](=[O:20])[CH3:19])[CH2:21][O:22][C@H:5]1[O:4][CH2:1][CH2:2][CH2:31][CH2:30][CH:29]([CH3:28])[CH2:35][CH2:36][CH2:37][CH:38]([CH3:50])[CH2:39][CH2:40][CH2:41][CH:42]([CH3:49])[CH2:43][CH2:44][CH2:45][CH:46]([CH3:48])[CH3:47])(=[O:10])[CH3:9] |f:3.4.5|. Procedure: Under an argon atmosphere, 318 mg of β-xylose tetraacetate was dissolved in 6 ml of dry methylene chloride, and the solution was cooled to 0° C. A solution of 0.12 ml of tin tetrachloride dissolved in 1 ml of methylene chloride was added dropwise thereto, the mixture was agitated at room temperature for 20 minutes, and then cooled to −10° C. A solution of 326.6 mg of 5,9,13,17-tetramethyloctadecanol in 1 ml of methylene chloride was added dropwise thereto, and the mixture was agitated for 4 hour... Reactants: C1CCOC1, COc1cc(N2CCC(CCS(C)(=O)=O)CC2)ccc1[N+](=O)[O-], Cl, Cl[Sn]Cl. The product is COc1cc(N2CCC(CCS(C)(=O)=O)CC2)ccc1N. As a reaction SMILES: [CH2:27]1[O:28][CH2:29][CH2:30][CH2:31]1.[CH3:1][O:2][c:3]1[cH:4][c:5]([N:12]2[CH2:13][CH2:14][CH:15]([CH2:18][CH2:19][S:20](=[O:21])(=[O:22])[CH3:23])[CH2:16][CH2:17]2)[cH:6][cH:7][c:8]1[N+:9]([O-:10])=[O:11].[ClH:32].[Sn:24]([Cl:25])[Cl:26]>>[CH3:1][O:2][c:3]1[cH:4][c:5]([N:12]2[CH2:13][CH2:14][CH:15]([CH2:18][CH2:19][S:20](=[O:21])(=[O:22])[CH3:23])[CH2:16][CH2:17]2)[cH:6][cH:7][c:8]1[NH2:9]. Reaction SMILES: N1C2CCCC(=O)C=2C=C1.C(OCC)(=O)CC(C)=O.P([O-])(O)(O)=O.[Na+].O=P12OP3(OP(OP(O3)(O1)=O)(=O)O2)=O.[CH3:40][C:41]1[NH:42][C:43]2[C:44](=[O:55])[CH2:45][CH2:46][CH2:47][C:48]=2[C:49]=1[C:50]([O:52]CC)=[O:51]>>[CH3:40][C:41]1[NH:42][C:43]2[C:44](=[O:55])[CH2:45][CH2:46][CH2:47][C:48]=2[C:49]=1[C:50]([OH:52])=[O:51] |f:2.3|. The reactants are C(CC(=O)C)(=O)OCC (ethyl acetoacetate), N1C=CC2=C1CCCC2=O (pyrrolo[b]cyclohexanone), P(=O)(O)(O)[O-].[Na+] (sodium dihydrogen phosphate), CC=1NC=2C(CCCC2C1C(=O)OCC)=O (ethyl 2-methyl-7-oxo-4,5,6,7-tetrahydro-1H-indole-3-carboxylate), O=P12OP3(=O)OP(=O)(O1)OP(=O)(O2)O3 (P2O5), 6-amino-5-oxohexanoic acid hydrochloride(S1), substituted pyrrole(S2). Reported procedure: In one more aspect, the present invention relates to pyrrolo[b]cyclohexanone, the intermediate of Formula (II), which is synthesized by the route outlined below: 6-amino-5-oxohexanoic acid hydrochloride(S1) and ethyl acetoacetate were refluxed in a.q. sodium dihydrogen phosphate to generate substituted pyrrole(S2). Then the compound S2 was solved in polyphosphoric acid (PPA), P2O5 used as dehydrant, reacted to generate ethyl 2-methyl-7-oxo-4,5,6,7-tetrahydro-1H-indole-3-carboxylate (S3) at 70° C... Product: ( II ), CC=1NC=2C(CCCC2C1C(=O)O)=O (2-methyl-7-oxo-4,5,6,7-tetrahydro-1H-indole-3-carboxylic acid). Run in polyphosphoric acid. Reactants: CCOC(=O)C1=C(c2ccccc2)c2ccc(OC)cc2C1=O, [Mg+]Cc1ccccc1, C1CCOC1, [Cl-]. Product: CCOC(=O)C1=C(c2ccccc2)c2ccc(OC)cc2C1(O)Cc1ccccc1. As a reaction SMILES: [CH2:1]([CH3:2])[O:3][C:4](=[O:5])[C:6]1=[C:14]([c:15]2[cH:16][cH:17][cH:18][cH:19][cH:20]2)[c:13]2[c:8]([cH:9][c:10]([O:21][CH3:22])[cH:11][cH:12]2)[C:7]1=[O:23].[CH2:25]([c:26]1[cH:27][cH:28][cH:29][cH:30][cH:31]1)[Mg+:32].[CH2:33]1[O:34][CH2:35][CH2:36][CH2:37]1.[Cl-:24]>>[CH2:1]([CH3:2])[O:3][C:4](=[O:5])[C:6]1=[C:14]([c:15]2[cH:16][cH:17][cH:18][cH:19][cH:20]2)[c:13]2[c:8]([cH:9][c:10]([O:21][CH3:22])[cH:11][cH:12]2)[C:7]1([OH:23])[CH2:25][c:26]1[cH:27][cH:28][cH:29][cH:30][cH:31]1. Reactants: C1CCOC1, [Li+], [OH-], CCOC(=O)C(CNC(=O)Nc1cccc2cnccc12)Cc1ccc(C(F)(F)F)cc1. The product is O=C(NCC(Cc1ccc(C(F)(F)F)cc1)C(=O)O)Nc1cccc2cnccc12. RXN SMILES: [CH2:35]1[O:36][CH2:37][CH2:38][CH2:39]1.[Li+:33].[OH-:34].[cH:1]1[n:2][cH:3][cH:4][c:5]2[c:6]([NH:11][C:12](=[O:13])[NH:14][CH2:15][CH:16]([C:17](=[O:18])[O:19][CH2:20][CH3:21])[CH2:22][c:23]3[cH:24][cH:25][c:26]([C:29]([F:30])([F:31])[F:32])[cH:27][cH:28]3)[cH:7][cH:8][cH:9][c:10]12>>[cH:1]1[n:2][cH:3][cH:4][c:5]2[c:6]([NH:11][C:12](=[O:13])[NH:14][CH2:15][CH:16]([C:17](=[O:18])[OH:19])[CH2:22][c:23]3[cH:24][cH:25][c:26]([C:29]([F:30])([F:31])[F:32])[cH:27][cH:28]3)[cH:7][cH:8][cH:9][c:10]12. The reactants are N#N (N2), solution, C1(=CC=C(C=C1)C#N)C (p-tolunitrile), Ti(Oi-Pr)4, CC[Mg+].[Br-] (EtMgBr), [OH-].[Na+] (NaOH), Cl (HCl), B(F)(F)F.CCOCC (BF3.Et2O). Run in CCOCC (Et2O), CCOCC (Et2O), CCOCC (Et2O). Conditions: temperature -78 celsius, time 10 minute. Product: C1(=CC=C(C=C1)C1(CC1)N)C (1-(p-Tolyl)cyclopropanamine). Reaction SMILES: N#N.[C:3]1([CH3:11])[CH:8]=[CH:7][C:6]([C:9]#[N:10])=[CH:5][CH:4]=1.[CH3:12][CH2:13][Mg+].[Br-].B(F)(F)F.CCOCC.Cl.[OH-].[Na+]>CCOCC>[C:3]1([CH3:11])[CH:8]=[CH:7][C:6]([C:9]2([NH2:10])[CH2:13][CH2:12]2)=[CH:5][CH:4]=1 |f:2.3,4.5,7.8|. Procedure details: In a flame dried round-bottomed flask equipped with a magnetic stir bar and under inert atmosphere (N2), a solution of p-tolunitrile (1195 mg, 10.00 mmol) in dry Et2O (50 mL) was treated at −78° C. with Ti(Oi-Pr)4 (3.22 mL, 11.00 mmol) followed by EtMgBr (7.33 mL of a 3.0 M solution in Et2O, 22.00 mmol). The resulting yellow suspension was stirred at −78° C. for 10 min, then warmed up to rt. To the resulting black suspension was added BF3.Et2O (2.47 mL, 20.00 mmol) and the reaction mixture was s... Starting materials: ClCCl, O=S(=O)(Cl)c1cccc(F)c1, COC(=O)c1ccc2c(c1)CC(C)(C)C(c1ccccc1N)N2, c1ccncc1. The product is COC(=O)c1ccc2c(c1)CC(C)(C)C(c1ccccc1NS(=O)(=O)c1cccc(F)c1)N2. As a reaction SMILES: [Cl:41][CH2:42][Cl:43].[F:24][c:25]1[cH:26][c:27]([S:31](=[O:32])(=[O:33])[Cl:34])[cH:28][cH:29][cH:30]1.[NH2:1][c:2]1[c:3]([CH:8]2[NH:9][c:10]3[cH:11][cH:12][c:13]([C:20](=[O:21])[O:22][CH3:23])[cH:14][c:15]3[CH2:16][C:17]2([CH3:18])[CH3:19])[cH:4][cH:5][cH:6][cH:7]1.[cH:35]1[cH:36][cH:37][n:38][cH:39][cH:40]1>>[NH:1]([c:2]1[c:3]([CH:8]2[NH:9][c:10]3[cH:11][cH:12][c:13]([C:20](=[O:21])[O:22][CH3:23])[cH:14][c:15]3[CH2:16][C:17]2([CH3:18])[CH3:19])[cH:4][cH:5][cH:6][cH:7]1)[S:31]([c:27]1[cH:26][c:25]([F:24])[cH:30][cH:29][cH:28]1)(=[O:32])=[O:33].